This data is from the Open Reaction Database (ORD), a public repository of structured organic reaction records. The task is: describe an organic reaction: reactants, conditions, products, and yield The reactants are N(=O)OS(O)(=O)=O (nitrosylsulfuric acid), C(C1=CC=CC=C1)OC1=C(C(=O)N)C(=CC(=C1)C(F)(F)F)OC (2-benzyloxy-6-methoxy-4-trifluoromethyl-benzamide). The solvent is O (water), ClCCl (dichloromethane). Run at temperature 0 celsius, time 4 hour. Product: C(C1=CC=CC=C1)OC1=C(C(=O)O)C(=CC(=C1)C(F)(F)F)OC (2-benzyloxy-6-methoxy-4-trifluoromethyl-benzoic acid). The yield is 64.9%. Reaction SMILES: N(OS(=O)(=O)O)=[O:2].[CH2:8]([O:15][C:16]1[CH:24]=[C:23]([C:25]([F:28])([F:27])[F:26])[CH:22]=[C:21]([O:29][CH3:30])[C:17]=1[C:18](N)=[O:19])[C:9]1[CH:14]=[CH:13][CH:12]=[CH:11][CH:10]=1>O.ClCCl>[CH2:8]([O:15][C:16]1[CH:24]=[C:23]([C:25]([F:28])([F:27])[F:26])[CH:22]=[C:21]([O:29][CH3:30])[C:17]=1[C:18]([OH:2])=[O:19])[C:9]1[CH:14]=[CH:13][CH:12]=[CH:11][CH:10]=1. Procedure: To a solution of 1.81 g (12.81 mmol) nitrosylsulfuric acid in 1.5 ml water at 0° C. under nitrogene, was added dropwise a suspension of 463 mg (1.423 mmol) 2-benzyloxy-6-methoxy-4-trifluoromethyl-benzamide in 2.9 ml dichloromethane. The reaction mixture was stirred at 0° C. for 4 hours. The reaction mixture was poured over ice and extracted with dichloromethane. The combined organic layers were dried over sodium sulfate, filtered and evaporated. The crude solid was purified with flash column chr... The reactants are C(C)(=O)O[C@@H]1CCN(C2=NC(=C(N=C21)C2=CC=CC=C2)C2=CC=CC=C2)C(=O)OC(C)(C)C ((R)-tert-butyl 8-acetoxy-2,3-diphenyl-7,8-dihydropyrido[2,3-b]pyrazine-5(6H)-carboxylate), O1CCOCC1 (dioxane). Solvent: Cl (HCl). Reaction conditions: time 1 hour. Yields the product C(C)(=O)O[C@@H]1CCNC2=NC(=C(N=C21)C2=CC=CC=C2)C2=CC=CC=C2 ((R)-2,3-diphenyl-5,6,7,8-tetrahydropyrido[2,3-b]pyrazin-8-yl acetate). As a reaction SMILES: [C:1]([O:4][C@H:5]1[C:14]2[C:9](=[N:10][C:11]([C:21]3[CH:26]=[CH:25][CH:24]=[CH:23][CH:22]=3)=[C:12]([C:15]3[CH:20]=[CH:19][CH:18]=[CH:17][CH:16]=3)[N:13]=2)[N:8](C(OC(C)(C)C)=O)[CH2:7][CH2:6]1)(=[O:3])[CH3:2].O1CCOCC1>Cl>[C:1]([O:4][C@H:5]1[C:14]2[C:9](=[N:10][C:11]([C:21]3[CH:26]=[CH:25][CH:24]=[CH:23][CH:22]=3)=[C:12]([C:15]3[CH:20]=[CH:19][CH:18]=[CH:17][CH:16]=3)[N:13]=2)[NH:8][CH2:7][CH2:6]1)(=[O:3])[CH3:2]. Procedure details: A solution of (R)-tert-butyl 8-acetoxy-2,3-diphenyl-7,8-dihydropyrido[2,3-b]pyrazine-5(6H)-carboxylate (62 mg, 0.139 mmol) in 4M HCl in dioxane (1.252 ml, 5.01 mmol) was left to stir under an atmosphere of nitrogen for 1 hour. The reaction mixture was concentrated in vacuo to afford (R)-2,3-diphenyl-5,6,7,8-tetrahydropyrido[2,3-b]pyrazin-8-yl acetate (Intermediate HBR) which was used without further purification. Starting materials: ClC1=NC=C(C(=N1)NCCC)C#CCCCNC([C@H](C)N(C(\C=C\CN(C)C)=O)C)=O ((S,E)-N-(1-((5-(2-chloro-4-(propylamino)pyrimidin-5-yl)-4-pentyn-1-yl)amino)-1-oxopropan-2-yl)-4-(dimethylamino)-N-methyl-2-butenamide), NCCN1CCOCC1 (4-(2-aminoethyl)morpholine), 4,5′-bis(diphenylphosphino)-9,9′-dimethylxanthene, C([O-])([O-])=O.[Cs+].[Cs+] (cesium carbonate). The reagents and catalysts are C=1C=CC(=CC1)/C=C/C(=O)/C=C/C2=CC=CC=C2.C=1C=CC(=CC1)/C=C/C(=O)/C=C/C2=CC=CC=C2.C=1C=CC(=CC1)/C=C/C(=O)/C=C/C2=CC=CC=C2.[Pd].[Pd] (tris(dibenzylideneacetone)dipalladium(0)). Solvent: O1CCOCC1 (1,4-dioxane). Reaction conditions: temperature 150 celsius, time 30 minute. Product: CN(C/C=C/C(=O)N([C@H](C(=O)NCCCC#CC=1C(=NC(=NC1)NCCN1CCOCC1)NCCC)C)C)C ((S,E)-4-(dimethylamino)-N-methyl-N-(1-((5-(2-((2-morpholinoethyl)amino)-4-(propylamino)pyrimidin-5-yl)-4-pentyn-1-yl)amino)-1-oxopropan-2-yl)-2-butenamide). RXN SMILES: Cl[C:2]1[N:7]=[C:6]([NH:8][CH2:9][CH2:10][CH3:11])[C:5]([C:12]#[C:13][CH2:14][CH2:15][CH2:16][NH:17][C:18](=[O:31])[C@@H:19]([N:21]([CH3:30])[C:22](=[O:29])/[CH:23]=[CH:24]/[CH2:25][N:26]([CH3:28])[CH3:27])[CH3:20])=[CH:4][N:3]=1.[NH2:32][CH2:33][CH2:34][N:35]1[CH2:40][CH2:39][O:38][CH2:37][CH2:36]1.C(=O)([O-])[O-].[Cs+].[Cs+]>C1C=CC(/C=C/C(/C=C/C2C=CC=CC=2)=O)=CC=1.C1C=CC(/C=C/C(/C=C/C2C=CC=CC=2)=O)=CC=1.C1C=CC(/C=C/C(/C=C/C2C=CC=CC=2)=O)=CC=1.[Pd].[Pd].O1CCOCC1>[CH3:27][N:26]([CH3:28])[CH2:25]/[CH:24]=[CH:23]/[C:22]([N:21]([CH3:30])[C@@H:19]([CH3:20])[C:18]([NH:17][CH2:16][CH2:15][CH2:14][C:13]#[C:12][C:5]1[C:6]([NH:8][CH2:9][CH2:10][CH3:11])=[N:7][C:2]([NH:32][CH2:33][CH2:34][N:35]2[CH2:40][CH2:39][O:38][CH2:37][CH2:36]2)=[N:3][CH:4]=1)=[O:31])=[O:29] |f:2.3.4,5.6.7.8.9|. Reported procedure: To (S,E)-N-(1-((5-(2-chloro-4-(propylamino)pyrimidin-5-yl)-4-pentyn-1-yl)amino)-1-oxopropan-2-yl)-4-(dimethylamino)-N-methyl-2-butenamide (L4, 30 mg), 4-(2-aminoethyl)morpholine (18 μL), tris(dibenzylideneacetone)dipalladium(0) (6.1 mg), 4,5′-bis(diphenylphosphino)-9,9′-dimethylxanthene (7.7 mg) and cesium carbonate (65 mg), 1,4-dioxane (2 mL) was added at room temperature, the reaction vessel was sealed, and then the mixture was stirred at 150° C. for 30 minutes by using a microwave reaction sy... Starting materials: C1CCOC1, CCCCCC(C#Cc1ccc(C(=O)OC)cc1)c1ccc2c(c1)C(C)(C)CCC2(C)C, CCO, Cl, [K+], [OH-], O. Product: CCCCCC(C#Cc1ccc(C(=O)O)cc1)c1ccc2c(c1)C(C)(C)CCC2(C)C. Reaction SMILES: [CH2:35]1[O:36][CH2:37][CH2:38][CH2:39]1.[CH3:1][O:2][C:3]([c:4]1[cH:5][cH:6][c:7]([C:10]#[C:11][CH:12]([CH2:13][CH2:14][CH2:15][CH2:16][CH3:17])[c:18]2[cH:19][c:20]3[c:25]([cH:26][cH:27]2)[C:24]([CH3:28])([CH3:29])[CH2:23][CH2:22][C:21]3([CH3:30])[CH3:31])[cH:8][cH:9]1)=[O:32].[CH3:41][CH2:42][OH:43].[ClH:40].[K+:34].[OH-:33].[OH2:44]>>[O:2]=[C:3]([c:4]1[cH:5][cH:6][c:7]([C:10]#[C:11][CH:12]([CH2:13][CH2:14][CH2:15][CH2:16][CH3:17])[c:18]2[cH:19][c:20]3[c:25]([cH:26][cH:27]2)[C:24]([CH3:28])([CH3:29])[CH2:23][CH2:22][C:21]3([CH3:30])[CH3:31])[cH:8][cH:9]1)[OH:32]. Reactants: [Al+3], COc1ccc(-c2ccc3[nH]c4c(c3c2)CCN(C(=O)c2ccccc2)CC4)cc1, [H-], [H-], [H-], [H-], [Li+], C1CCOC1. Yields the product COc1ccc(-c2ccc3[nH]c4c(c3c2)CCN(Cc2ccccc2)CC4)cc1. RXN SMILES: [Al+3:2].[C:7]([c:8]1[cH:9][cH:10][cH:11][cH:12][cH:13]1)(=[O:14])[N:15]1[CH2:16][CH2:17][c:18]2[nH:19][c:20]3[cH:21][cH:22][c:23](-[c:29]4[cH:30][cH:31][c:32]([O:35][CH3:36])[cH:33][cH:34]4)[cH:24][c:25]3[c:26]2[CH2:27][CH2:28]1.[H-:1].[H-:4].[H-:5].[H-:6].[Li+:3].[O:37]1[CH2:38][CH2:39][CH2:40][CH2:41]1>>[CH2:7]([c:8]1[cH:9][cH:10][cH:11][cH:12][cH:13]1)[N:15]1[CH2:16][CH2:17][c:18]2[nH:19][c:20]3[cH:21][cH:22][c:23](-[c:29]4[cH:30][cH:31][c:32]([O:35][CH3:36])[cH:33][cH:34]4)[cH:24][c:25]3[c:26]2[CH2:27][CH2:28]1. Starting materials: C(C)(C)(C)OC(=O)C1NC(C(C1C1=C(C(=CC=C1)Cl)F)(C#N)C1=C(C=C(C=C1)Cl)F)CC1(COC1)CC (rac-(2R,3S,4R,5S)-3-(3-chloro-2-fluoro-phenyl)-4-(4-chloro-2-fluoro-phenyl)-4-cyano-5-(3-ethyl-oxetan-3-ylmethyl)-pyrrolidine-2-carboxylic acid tert-butyl ester), FC(C(=O)O)(F)F (trifluoroacetic acid). Solvent: ClCCl (dichloromethane). The product is FC(C(=O)O)(F)F.ClC=1C(=C(C=CC1)C1C(NC(C1(C#N)C1=C(C=C(C=C1)Cl)F)CC1(COC1)CC)C(=O)O)F (rac-(2R,3S,4R,5S)-3-(3-chloro-2-fluoro-phenyl)-4-(4-chloro-2-fluoro-phenyl)-4-cyano-5-(3-ethyl-oxetan-3-ylmethyl)-pyrrolidine-2-carboxylic acid trifluoroacetic acid). Isolated yield 91.0%. RXN SMILES: C([O:5][C:6]([CH:8]1[CH:12]([C:13]2[CH:18]=[CH:17][CH:16]=[C:15]([Cl:19])[C:14]=2[F:20])[C:11]([C:23]2[CH:28]=[CH:27][C:26]([Cl:29])=[CH:25][C:24]=2[F:30])([C:21]#[N:22])[CH:10]([CH2:31][C:32]2([CH2:36][CH3:37])[CH2:35][O:34][CH2:33]2)[NH:9]1)=[O:7])(C)(C)C.[F:38][C:39]([F:44])([F:43])[C:40]([OH:42])=[O:41]>ClCCl>[F:38][C:39]([F:44])([F:43])[C:40]([OH:42])=[O:41].[Cl:19][C:15]1[C:14]([F:20])=[C:13]([CH:12]2[C:11]([C:23]3[CH:28]=[CH:27][C:26]([Cl:29])=[CH:25][C:24]=3[F:30])([C:21]#[N:22])[CH:10]([CH2:31][C:32]3([CH2:36][CH3:37])[CH2:33][O:34][CH2:35]3)[NH:9][CH:8]2[C:6]([OH:7])=[O:5])[CH:18]=[CH:17][CH:16]=1 |f:3.4|. Procedure details: In a manner similar to the method described in Example 25a, rac-(2R,3S,4R,5S)-3-(3-chloro-2-fluoro-phenyl)-4-(4-chloro-2-fluoro-phenyl)-4-cyano-5-(3-ethyl-oxetan-3-ylmethyl)-pyrrolidine-2-carboxylic acid tert-butyl ester prepared in Example 113b (2 g, 3.6 mmol) was reacted with trifluoroacetic acid in dichloromethane at room temperature to give rac-(2R,3S,4R,5S)-3-(3-chloro-2-fluoro-phenyl)-4-(4-chloro-2-fluoro-phenyl)-4-cyano-5-(3-ethyl-oxetan-3-ylmethyl)-pyrrolidine-2-carboxylic acid trifluoro... Reactants: COC(=O)C1(NC(=O)c2ccc(OC)c(-c3c(F)cc(OC)c(Cl)c3F)c2)CCC(C)CC1, [Na+], C1COCCO1, [OH-], O. Yields the product COc1ccc(C(=O)NC2(C(=O)O)CCC(C)CC2)cc1-c1c(F)cc(OC)c(Cl)c1F. As a reaction SMILES: [CH3:1][O:2][C:3](=[O:4])[C:5]1([NH:12][C:13](=[O:14])[c:15]2[cH:16][c:17](-[c:23]3[c:24]([F:33])[c:25]([Cl:32])[c:26]([O:30][CH3:31])[cH:27][c:28]3[F:29])[c:18]([O:21][CH3:22])[cH:19][cH:20]2)[CH2:6][CH2:7][CH:8]([CH3:11])[CH2:9][CH2:10]1.[Na+:35].[O:36]1[CH2:37][CH2:38][O:39][CH2:40][CH2:41]1.[OH-:34].[OH2:42]>>[O:2]=[C:3]([OH:4])[C:5]1([NH:12][C:13](=[O:14])[c:15]2[cH:16][c:17](-[c:23]3[c:24]([F:33])[c:25]([Cl:32])[c:26]([O:30][CH3:31])[cH:27][c:28]3[F:29])[c:18]([O:21][CH3:22])[cH:19][cH:20]2)[CH2:6][CH2:7][CH:8]([CH3:11])[CH2:9][CH2:10]1. Starting materials: CC1(C)CC(=O)CC(=O)C1, O=C=NS(=O)(=O)c1ccccc1, c1ccccc1. Product: CC1(C)CC(=O)C(C(=O)NS(=O)(=O)c2ccccc2)C(=O)C1. RXN SMILES: [CH3:1][C:2]1([CH3:10])[CH2:3][C:4](=[O:9])[CH2:5][C:6](=[O:8])[CH2:7]1.[c:11]1([S:17](=[O:18])(=[O:19])[N:20]=[C:21]=[O:22])[cH:12][cH:13][cH:14][cH:15][cH:16]1.[cH:23]1[cH:24][cH:25][cH:26][cH:27][cH:28]1>>[CH3:1][C:2]1([CH3:10])[CH2:3][C:4](=[O:9])[CH:5]([C:21]([NH:20][S:17]([c:11]2[cH:12][cH:13][cH:14][cH:15][cH:16]2)(=[O:18])=[O:19])=[O:22])[C:6](=[O:8])[CH2:7]1. Starting materials: C=O (formaldehyde), C(=O)(OC(C)(C)C)N1[C@@H](CCC1)COC1=CC(=CC(=C1)F)F ((S)-N-BOC-2-(3,5-difluorophenoxymethyl)pyrrolidine), Cl (HCl). Solvent: C(=O)O (formic acid). The product is Cl.FC=1C=C(OC[C@H]2N(CCC2)C)C=C(C1)F (2(S)-(3,5-Difluorophenoxymethyl)-1-methyl-pyrrolidine hydrochloride). RXN SMILES: [C:1]([N:8]1[CH2:12][CH2:11][CH2:10][C@H:9]1[CH2:13][O:14][C:15]1[CH:20]=[C:19]([F:21])[CH:18]=[C:17]([F:22])[CH:16]=1)(OC(C)(C)C)=O.C=O.[ClH:25]>C(O)=O>[ClH:25].[F:22][C:17]1[CH:16]=[C:15]([CH:20]=[C:19]([F:21])[CH:18]=1)[O:14][CH2:13][C@@H:9]1[CH2:10][CH2:11][CH2:12][N:8]1[CH3:1] |f:4.5|. Procedure details: A 0.25 g (0.8 mmol) sample of (S)-N-BOC-2-(3,5-difluorophenoxymethyl)pyrrolidine, from Example 7b above, was dissolved in 10 mL of a 2:1 mixture of formic acid:formaldehyde and stirred for 16 hr at reflux. To this solution was added excess 10% HCl, and the mixture was extracted twice with ethyl acetate. The aqueous layer was adjusted to pH 12 with K2CO3 and then extracted with methylene chloride. The solvent was dried over MgSO4 and removed under vacuum to yield the crude product, which was then... The reactants are step-ii, FC=1C=C(CN2N=C(C(=C2C)B2OC(C(O2)(C)C)(C)C)C)C=CC1 (1-(3-fluoro benzyl)-3,5-dimethyl-4-(4,4,5,5-tetramethyl-1,3,2-dioxaborolan-2-yl)-1H-pyrazole), FC=1C=C(CN2N=C(C(=C2C)B2OC(C(O2)(C)C)(C)C)C)C=CC1 (1-(3-fluoro benzyl)-3,5-dimethyl-4-(4,4,5,5-tetramethyl-1,3,2-dioxaborolan-2-yl)-1H-pyrazole), C(C)(C)(C)OC(=O)N1CCN(CC1)C1=C(C=C(C=C1)C=1C=C2C(=NC1)N(C=C2I)C(=O)OC(C)(C)C)NS(=O)(=O)C (tert-butyl 5-(4-(4-(tert-butoxycarbonyl)piperazin-1-yl)-3-(methylsulfonamido)phenyl)-3-iodo-1H-pyrrolo[2,3-b]pyridine-1-carboxylate), C(C)(C)(C)OC(=O)N1CCN(CC1)C1=C(C=C(C=C1)C=1C=C2C(=NC1)N(C=C2I)C(=O)OC(C)(C)C)NS(=O)(=O)C (tert-butyl 5-(4-(4-(tert-butoxycarbonyl)piperazin-1-yl)-3-(methylsulfonamido)phenyl)-3-iodo-1H-pyrrolo[2,3-b]pyridine-1-carboxylate), C([O-])([O-])=O.[Na+].[Na+] (sodium carbonate). The reagents and catalysts are Cl[Pd]([P](C1=CC=CC=C1)(C2=CC=CC=C2)C3=CC=CC=C3)([P](C4=CC=CC=C4)(C5=CC=CC=C5)C6=CC=CC=C6)Cl (Pd(PPh3)2Cl2). The solvent is C1(=CC=CC=C1)C.C(C)O.O (Toluene ethanol water). Yields the product C(C)(C)(C)OC(=O)N1CCN(CC1)C1=C(C=C(C=C1)C=1C=C2C(=NC1)N(C=C2C=2C(=NN(C2C)CC2=CC(=CC=C2)F)C)C(=O)OC(C)(C)C)NS(=O)(=O)C (tert-butyl 5-(4-(4-(tert-butoxycarbonyl)piperazin-1-yl)-3-(methylsulfonamido)phenyl)-3-(1-(3-fluorobenzyl)-3,5-dimethyl-1H-pyrazol-4-yl)-1H-pyrrolo[2,3-b]pyridine-1-carboxylate). Yield: 2.7%. RXN SMILES: [C:1]([O:5][C:6]([N:8]1[CH2:13][CH2:12][N:11]([C:14]2[CH:19]=[CH:18][C:17]([C:20]3[CH:21]=[C:22]4[C:28](I)=[CH:27][N:26]([C:30]([O:32][C:33]([CH3:36])([CH3:35])[CH3:34])=[O:31])[C:23]4=[N:24][CH:25]=3)=[CH:16][C:15]=2[NH:37][S:38]([CH3:41])(=[O:40])=[O:39])[CH2:10][CH2:9]1)=[O:7])([CH3:4])([CH3:3])[CH3:2].[F:42][C:43]1[CH:44]=[C:45]([CH:63]=[CH:64][CH:65]=1)[CH2:46][N:47]1[C:51]([CH3:52])=[C:50](B2OC(C)(C)C(C)(C)O2)[C:49]([CH3:62])=[N:48]1.C(=O)([O-])[O-].[Na+].[Na+]>Cl[Pd](Cl)([P](C1C=CC=CC=1)(C1C=CC=CC=1)C1C=CC=CC=1)[P](C1C=CC=CC=1)(C1C=CC=CC=1)C1C=CC=CC=1.C1(C)C=CC=CC=1.C(O)C.O>[C:1]([O:5][C:6]([N:8]1[CH2:13][CH2:12][N:11]([C:14]2[CH:19]=[CH:18][C:17]([C:20]3[CH:21]=[C:22]4[C:28]([C:50]5[C:49]([CH3:62])=[N:48][N:47]([CH2:46][C:45]6[CH:63]=[CH:64][CH:65]=[C:43]([F:42])[CH:44]=6)[C:51]=5[CH3:52])=[CH:27][N:26]([C:30]([O:32][C:33]([CH3:36])([CH3:35])[CH3:34])=[O:31])[C:23]4=[N:24][CH:25]=3)=[CH:16][C:15]=2[NH:37][S:38]([CH3:41])(=[O:40])=[O:39])[CH2:10][CH2:9]1)=[O:7])([CH3:4])([CH3:3])[CH3:2] |f:2.3.4,6.7.8,^1:74,93|. Reported procedure: Using similar reaction conditions as described in step-ii of example-1, tert-butyl 5-(4-(4-(tert-butoxycarbonyl)piperazin-1-yl)-3-(methylsulfonamido)phenyl)-3-iodo-1H-pyrrolo[2,3-b]pyridine-1-carboxylate (intermediate 50) (200 mg, 0.286 mmol) was coupled with 1-(3-fluorobenzyl)-3,5-dimethyl-4-(4,4,5,5-tetramethyl-1,3,2-dioxaborolan-2-yl)-1H-pyrazole (intermediate 16) (123 mg, 0.373 mmol) in sodium carbonate (90 mg, 0.858 mmol), Pd(PPh3)2Cl2 (10 mg, 0.0143 mmol), Toluene/ethanol/water (5/5/2.5 ml...